From a dataset of the Open Reaction Database (ORD), a public repository of structured organic reaction records. describe an organic reaction: reactants, conditions, products, and yield Reactants: COC=1C=C(CC2N(CCC3=CC(=C(C=C23)O)OC)CC(=O)NC2CCC3=CC=CC=C23)C=CC1OC (2-[1-(3,4-dimethoxy-benzyl)-7-hydroxy-6-methoxy-3,4-dihydro-1H-isoquinolin-2-yl]-N-(indan-1-yl)-acetamide), C(C)I (ethyl iodide). Yields the product COC=1C=C(CC2N(CCC3=CC(=C(C=C23)OCC)OC)CC(=O)NC2CCC3=CC=CC=C23)C=CC1OC (2-[1-(3,4-dimethoxy-benzyl)-7-ethoxy-6-methoxy-3,4-dihydro-1H-isoquinolin-2-yl]-N-(indan-1-yl)-acetamide). As a reaction SMILES: [CH3:1][O:2][C:3]1[CH:4]=[C:5]([CH:33]=[CH:34][C:35]=1[O:36][CH3:37])[CH2:6][CH:7]1[C:16]2[C:11](=[CH:12][C:13]([O:18][CH3:19])=[C:14]([OH:17])[CH:15]=2)[CH2:10][CH2:9][N:8]1[CH2:20][C:21]([NH:23][CH:24]1[C:32]2[C:27](=[CH:28][CH:29]=[CH:30][CH:31]=2)[CH2:26][CH2:25]1)=[O:22].[CH2:38](I)[CH3:39]>>[CH3:1][O:2][C:3]1[CH:4]=[C:5]([CH:33]=[CH:34][C:35]=1[O:36][CH3:37])[CH2:6][CH:7]1[C:16]2[C:11](=[CH:12][C:13]([O:18][CH3:19])=[C:14]([O:17][CH2:38][CH3:39])[CH:15]=2)[CH2:10][CH2:9][N:8]1[CH2:20][C:21]([NH:23][CH:24]1[C:32]2[C:27](=[CH:28][CH:29]=[CH:30][CH:31]=2)[CH2:26][CH2:25]1)=[O:22]. Procedure: prepared by reaction of 2-[1-(3,4-dimethoxy-benzyl)-7-hydroxy-6-methoxy-3,4-dihydro-1H-isoquinolin-2-yl]-N-(indan-1-yl)-acetamide with ethyl iodide Starting materials: C1(CCCCC1)C[C@@H](CN(C(OCC[Si](C)(C)C)=O)C)N=C=S ((2-(trimethylsilyl)ethyl) (S)-3-cyclohexyl-2-isothiocyanatopropyl-methylcarbamate), N#CN.[Na] (sodium hydrogen cyanamide). The yield is 108.9%. Run in [NH4+].[Cl-].O (NH4Cl H2O), C(C)O (ethanol). Procedure: To a stirred solution of (2-(trimethylsilyl)ethyl) (S)-3-cyclohexyl-2-isothiocyanatopropyl-methylcarbamate (190 mg, 0.53 mmol) in ethanol (5 mL) was added solid sodium hydrogen cyanamide (38 mg, 0.59 mmol). The mixture was stirred at rt for 2 d, diluted with 1:1 sat'd aq NH4Cl/H2O (40 mL) and extracted with ether (2×60 mL). The combined ether extracts were dried over MgSO4 and rotovaped to leave 1-cyano-3-((S)-3-cyclohexyl-1-(N-methyl-N-(2-(trimethylsilyl)ethoxycarbonyl)amino)propan-2-yl)thioure... Reaction SMILES: [CH:1]1([CH2:7][C@H:8]([N:21]=[C:22]=[S:23])[CH2:9][N:10]([CH3:20])[C:11](=[O:19])[O:12][CH2:13][CH2:14][Si:15]([CH3:18])([CH3:17])[CH3:16])[CH2:6][CH2:5][CH2:4][CH2:3][CH2:2]1.[N:24]#[C:25][NH2:26].[Na]>C(O)C.[NH4+].[Cl-].O>[C:25]([NH:26][C:22]([NH:21][C@@H:8]([CH2:7][CH:1]1[CH2:2][CH2:3][CH2:4][CH2:5][CH2:6]1)[CH2:9][N:10]([CH3:20])[C:11]([O:12][CH2:13][CH2:14][Si:15]([CH3:17])([CH3:16])[CH3:18])=[O:19])=[S:23])#[N:24] |f:1.2,4.5.6,^1:26|. Yields the product C(#N)NC(=S)N[C@H](CN(C(=O)OCC[Si](C)(C)C)C)CC1CCCCC1 (1-cyano-3-((S)-3-cyclohexyl-1-(N-methyl-N-(2-(trimethylsilyl)ethoxycarbonyl)amino)propan-2-yl)thiourea). Run at time 2 day. Starting materials: CC(C)(C)c1cc(C(=S)S)cc(C(C)(C)C)c1O, C=C(C)c1ccccc1, Cc1ccccc1. Product: CC(C)(C)c1cc(C(=S)SC(C)(C)c2ccccc2)cc(C(C)(C)C)c1O. RXN SMILES: [C:1]([CH3:2])([CH3:3])([CH3:4])[c:5]1[cH:6][c:7]([C:8](=[S:9])[SH:10])[cH:11][c:12]([C:15]([CH3:16])([CH3:17])[CH3:18])[c:13]1[OH:14].[CH3:19][C:20](=[CH2:21])[c:22]1[cH:23][cH:24][cH:25][cH:26][cH:27]1.[CH3:28][c:29]1[cH:30][cH:31][cH:32][cH:33][cH:34]1>>[C:1]([CH3:2])([CH3:3])([CH3:4])[c:5]1[cH:6][c:7]([C:8](=[S:9])[S:10][C:20]([CH3:19])([CH3:21])[c:22]2[cH:23][cH:24][cH:25][cH:26][cH:27]2)[cH:11][c:12]([C:15]([CH3:16])([CH3:17])[CH3:18])[c:13]1[OH:14]. Reactants: ClCCCl, CN(C)c1ccncc1, Nc1ccc2cnccc2c1, CN(C)C=O, O=C(O)CCl. The product is O=C(CCl)Nc1ccc2cnccc2c1. As a reaction SMILES: [CH2:6]([Cl:7])[CH2:8][Cl:9].[CH3:26][N:27]([c:28]1[cH:29][cH:30][n:31][cH:32][cH:33]1)[CH3:34].[NH2:10][c:11]1[cH:12][c:13]2[cH:14][cH:15][n:16][cH:17][c:18]2[cH:19][cH:20]1.[O:21]=[CH:22][N:23]([CH3:24])[CH3:25].[OH:1][C:2](=[O:3])[CH2:4][Cl:5]>>[O:1]=[C:2]([CH2:4][Cl:5])[NH:10][c:11]1[cH:12][c:13]2[cH:14][cH:15][n:16][cH:17][c:18]2[cH:19][cH:20]1. The reactants are COc2ccc1ccccc1c2 (substrate), CC2(C)COB(B1OCC(C)(C)CO1)OC2 (effective_coupling_partner). Reagents/catalysts: ICy. Run at temperature 120 celsius, time 12 hour. The product is c4ccc3cc(c2ccc1ccccc1c2)ccc3c4. The product is ClC=1C=C(CC=2NC(C3=C(N2)N(N=N3)C(CCCC3=CC=CC=C3)C)=O)C=CC1Cl (5-(3,4-Dichloro-benzyl)-3-(1-methyl-4-phenyl-butyl)-3,6-dihydro-[1,2,3]triazolo[4,5-d]pyrimidin-7-one). Procedure details: Analogously to the procedure of Example 5, the title compound is prepared from 1.0 g (3.8 mmol) of 5-amino-1-(1-methyl-4-phenyl-butyl)-1H-[1,2,3]triazole-4-carboxamide and 2.5 g (11.4 mmol) of methyl 3,4-dichlorophenylacetate. RXN SMILES: [NH2:1][C:2]1[N:6]([CH:7]([CH3:17])[CH2:8][CH2:9][CH2:10][C:11]2[CH:16]=[CH:15][CH:14]=[CH:13][CH:12]=2)[N:5]=[N:4][C:3]=1[C:18]([NH2:20])=[O:19].[Cl:21][C:22]1[CH:23]=[C:24]([CH2:29][C:30](OC)=O)[CH:25]=[CH:26][C:27]=1[Cl:28]>>[Cl:21][C:22]1[CH:23]=[C:24]([CH:25]=[CH:26][C:27]=1[Cl:28])[CH2:29][C:30]1[NH:20][C:18](=[O:19])[C:3]2[N:4]=[N:5][N:6]([CH:7]([CH3:17])[CH2:8][CH2:9][CH2:10][C:11]3[CH:12]=[CH:13][CH:14]=[CH:15][CH:16]=3)[C:2]=2[N:1]=1. The reactants are NC1=C(N=NN1C(CCCC1=CC=CC=C1)C)C(=O)N (5-amino-1-(1-methyl-4-phenyl-butyl)-1H-[1,2,3]triazole-4-carboxamide), ClC=1C=C(C=CC1Cl)CC(=O)OC (methyl 3,4-dichlorophenylacetate). Starting materials: COC1=CC=C(CN(C2=NC(=NC(=N2)C)C=2C(=NC=C(C=O)C2)NC=2C=NC(=CC2)OC)CC2=CC=C(C=C2)OC)C=C1 (5-(4-(bis(4-methoxybenzyl)amino)-6-methyl-1,3,5-triazin-2-yl)-6-(6-methoxypyridin-3-ylamino)nicotinaldehyde), N[C@@H](CO)C ((R)-2-aminopropanol). Yields the product NC1=NC(=NC(=N1)C)C=1C=C(C=NC1NC=1C=NC(=CC1)OC)CN[C@@H](CO)C ((R)-2-((5-(4-Amino-6-Methyl-1,3,5-Triazin-2-yl)-6-(6-Methoxypyridin-3-Ylamino)Pyridin-3-yl)Methylamino)Propan-1-ol). As a reaction SMILES: COC1C=CC(C[N:8](CC2C=CC(OC)=CC=2)[C:9]2[N:14]=[C:13]([CH3:15])[N:12]=[C:11]([C:16]3[C:17]([NH:24][C:25]4[CH:26]=[N:27][C:28]([O:31][CH3:32])=[CH:29][CH:30]=4)=[N:18][CH:19]=[C:20]([CH:23]=3)[CH:21]=O)[N:10]=2)=CC=1.[NH2:44][C@H:45]([CH3:48])[CH2:46][OH:47]>>[NH2:8][C:9]1[N:14]=[C:13]([CH3:15])[N:12]=[C:11]([C:16]2[CH:23]=[C:20]([CH2:21][NH:44][C@H:45]([CH3:48])[CH2:46][OH:47])[CH:19]=[N:18][C:17]=2[NH:24][C:25]2[CH:26]=[N:27][C:28]([O:31][CH3:32])=[CH:29][CH:30]=2)[N:10]=1. Procedure: The title compound was synthesized following an analogous procedure to Example 220 using 5-(4-(bis(4-methoxybenzyl)amino)-6-methyl-1,3,5-triazin-2-yl)-6-(6-methoxypyridin-3-ylamino)nicotinaldehyde (0.230 g, 0.398 mmol) and (R)-2-aminopropanol (Aldrich, St. Louis, Mo.) (0.047 mL, 0.597 mmol). 1H NMR (400 MHz, d6-DMSO) δ 11.82 (s, 1H); 8.93 (d, J=2.35 Hz, 1H); 8.60-8.80 (m, 2H); 8.56 (d, J=2.54 Hz, 1H); 8.38 (d, J=2.54Hz, 1H); 8.13 (dd, J=8.90, 2.84 Hz, 1H); 7.76-7.95 (m, 2H); 6.85 (d, J=8.80 Hz, ... Reactants: FC=1C=C(C=CC1I)N1C(O[C@H](C1)CN1N=NC(=C1)CBr)=O ((5R)-3-(3-Fluoro-4-iodophenyl)-5-[(4-bromomethyl-1H-1,2,3-triazol-1-yl)methyl]oxazolidin-2-one), F[B-](F)(F)F.C(CCC)[N+]1=CN(C=C1)C (1-butyl-3-methylimidazolium tetrafluoroborate), FC=1C=C(C=CC1I)N1C(O[C@H](C1)CN1N=NC(=C1)CBr)=O ((5R)-3-(3-Fluoro-4-iodophenyl)-5-[(4-bromomethyl-1H-1,2,3-triazol-1-yl)methyl]oxazolidin-2-one), [F-].[K+] (Potassium fluoride). Solvent: C(C)#N (acetonitrile), C(C)(=O)OCC (ethyl acetate), O (water). Reaction conditions: temperature 90 celsius. The product is FC=1C=C(C=CC1I)N1C(O[C@H](C1)CN1N=NC(=C1)CF)=O ((5R)-3-(3-Fluoro-4-iodophenyl)-5-[(4-fluoromethyl-1H-1,2,3-triazol -1-yl)methyl]oxazolidin-2-one). Isolated yield 45.0%. Reaction SMILES: [F:1][C:2]1[CH:3]=[C:4]([N:9]2[CH2:13][C@H:12]([CH2:14][N:15]3[CH:19]=[C:18]([CH2:20]Br)[N:17]=[N:16]3)[O:11][C:10]2=[O:22])[CH:5]=[CH:6][C:7]=1[I:8].[F-].[K+].[F:25][B-](F)(F)F.C([N+]1C=CN(C)C=1)CCC>C(#N)C.O.C(OCC)(=O)C>[F:1][C:2]1[CH:3]=[C:4]([N:9]2[CH2:13][C@H:12]([CH2:14][N:15]3[CH:19]=[C:18]([CH2:20][F:25])[N:17]=[N:16]3)[O:11][C:10]2=[O:22])[CH:5]=[CH:6][C:7]=1[I:8] |f:1.2,3.4|. Procedure details: (5R)-3-(3-Fluoro-4-iodophenyl)-5-[(4-bromomethyl-1H-1,2,3-triazol-1-yl)methyl]oxazolidin-2-one (Intermediate 17, 6.94 g, 14.4 mmol) was dissolved/suspended in acetonitrile (250 mL) and water (1.5 mL). Potassium fluoride (4.19 g, 72.1 mmol) was added, followed by addition of 1-butyl-3-methylimidazolium tetrafluoroborate (18.4 mL) and the solution was heated to 90° C. over night. It was diluted with ethyl acetate, washed with water and dried over magnesium sulfate. Chromatography on silica gel wit... The reactants are NC=1C(=C2CCCC(C2=CC1)C#N)Cl (6-amino-1-cyano-5-chloro-(1,2,3,4-tetrahydronaphthalene)), C(CN)N (ethylenediamine). Yields the product Cl.NC=1C(=C2CCCC(C2=CC1)C=1NCCN1)Cl (2-(6-Amino-5-chloro-1,2,3,4-tetrahydro-1-naphthalenyl)imidazoline HCl). Isolated yield 60.0%. As a reaction SMILES: [NH2:1][C:2]1[C:3]([Cl:14])=[C:4]2[C:9](=[CH:10][CH:11]=1)[CH:8]([C:12]#[N:13])[CH2:7][CH2:6][CH2:5]2.[CH2:15](N)[CH2:16][NH2:17]>>[ClH:14].[NH2:1][C:2]1[C:3]([Cl:14])=[C:4]2[C:9](=[CH:10][CH:11]=1)[CH:8]([C:12]1[NH:17][CH2:16][CH2:15][N:13]=1)[CH2:7][CH2:6][CH2:5]2 |f:2.3|. Procedure: Utilizing the procedure of Example 74 with 6-amino-1-cyano-5-chloro-(1,2,3,4-tetrahydronaphthalene) (1.2 g) and ethylenediamine (3 ml) gave the desired compound in 60% yield. m.p. 220° C. (decomp.).